Dataset: the Open Reaction Database (ORD), a public repository of structured organic reaction records. Task: describe an organic reaction: reactants, conditions, products, and yield Starting materials: C1COCCO1, CCOC(C)=O, [K+], [K+], O=C([O-])[O-], O=C(C=Cc1ccccc1)C=Cc1ccccc1, O=C(C=Cc1ccccc1)C=Cc1ccccc1, O=C(C=Cc1ccccc1)C=Cc1ccccc1, O, CC(C)(C)OC(=O)CNC(=O)C1=C(O)c2cc(Cl)ccc2C2(CCCC2)C1=O, OB(O)c1ccccc1, [Pd], [Pd]. Yields the product CC(C)(C)OC(=O)CNC(=O)C1=C(O)c2cc(-c3ccccc3)ccc2C2(CCCC2)C1=O. Reaction SMILES: [CH2:107]1[O:108][CH2:109][CH2:110][O:111][CH2:112]1.[CH3:45][CH2:46][O:47][C:48]([CH3:49])=[O:50].[K+:38].[K+:39].[O-:40][C:41]([O-:42])=[O:43].[O:53]=[C:54]([CH:55]=[CH:56][c:57]1[cH:58][cH:59][cH:60][cH:61][cH:62]1)[CH:63]=[CH:64][c:65]1[cH:66][cH:67][cH:68][cH:69][cH:70]1.[O:71]=[C:72]([CH:73]=[CH:74][c:75]1[cH:76][cH:77][cH:78][cH:79][cH:80]1)[CH:81]=[CH:82][c:83]1[cH:84][cH:85][cH:86][cH:87][cH:88]1.[O:89]=[C:90]([CH:91]=[CH:92][c:93]1[cH:94][cH:95][cH:96][cH:97][cH:98]1)[CH:99]=[CH:100][c:101]1[cH:102][cH:103][cH:104][cH:105][cH:106]1.[OH2:44].[OH:1][C:2]1=[C:3]([C:18](=[O:19])[NH:20][CH2:21][C:22](=[O:23])[O:24][C:25]([CH3:26])([CH3:27])[CH3:28])[C:4](=[O:17])[C:5]2([CH2:6][CH2:7][CH2:8][CH2:9]2)[c:10]2[cH:11][cH:12][c:13]([Cl:16])[cH:14][c:15]21.[OH:29][B:30]([OH:31])[c:32]1[cH:33][cH:34][cH:35][cH:36][cH:37]1.[Pd:51].[Pd:52]>>[OH:1][C:2]1=[C:3]([C:18](=[O:19])[NH:20][CH2:21][C:22](=[O:23])[O:24][C:25]([CH3:26])([CH3:27])[CH3:28])[C:4](=[O:17])[C:5]2([CH2:6][CH2:7][CH2:8][CH2:9]2)[c:10]2[cH:11][cH:12][c:13](-[c:32]3[cH:33][cH:34][cH:35][cH:36][cH:37]3)[cH:14][c:15]21. Reactants: [BH4-], C1CCOC1, CCO, Cl, C=C(C)c1cc(CN)cc(N(C)S(C)(=O)=O)c1, [Na+]. Yields the product CC(C)c1cc(CN)cc(N(C)S(C)(=O)=O)c1. As a reaction SMILES: [BH4-:18].[CH2:24]1[O:25][CH2:26][CH2:27][CH2:28]1.[CH3:21][CH2:22][OH:23].[ClH:20].[NH2:1][CH2:2][c:3]1[cH:4][c:5]([N:12]([S:13](=[O:14])(=[O:15])[CH3:16])[CH3:17])[cH:6][c:7]([C:9](=[CH2:10])[CH3:11])[cH:8]1.[Na+:19]>>[NH2:1][CH2:2][c:3]1[cH:4][c:5]([N:12]([S:13](=[O:14])(=[O:15])[CH3:16])[CH3:17])[cH:6][c:7]([CH:9]([CH3:10])[CH3:11])[cH:8]1. Reactants: C1(=CC=CC=C1)[C@H](C)NC(=O)C=1NC=CC1 (1H-pyrrole-2-carboxylic acid ((S)-1-phenyl-ethyl)-amide), ClC1=C(C(=O)Cl)C=CC=N1 (2-chloronicotinoyl chloride), [Sn](Cl)(Cl)(Cl)Cl (tin (IV) chloride). The solvent is C1=CC=CC=C1 (benzene), C1=CC=CC=C1 (benzene). Reaction conditions: time 8 hour. Product: C1(=CC=CC=C1)[C@H](C)NC(=O)C=1NC(=CC1)C(=O)C=1C(=NC=CC1)Cl (5-(2-chloro-pyridine-3-carbonyl)-1H-pyrrole-2-carboxylic acid ((S)-1-phenyl-ethyl)-amide). Yield: 35.0%. Reaction SMILES: [C:1]1([C@@H:7]([NH:9][C:10]([C:12]2[NH:13][CH:14]=[CH:15][CH:16]=2)=[O:11])[CH3:8])[CH:6]=[CH:5][CH:4]=[CH:3][CH:2]=1.[Cl:17][C:18]1[N:26]=[CH:25][CH:24]=[CH:23][C:19]=1[C:20](Cl)=[O:21].[Sn](Cl)(Cl)(Cl)Cl>C1C=CC=CC=1>[C:1]1([C@@H:7]([NH:9][C:10]([C:12]2[NH:13][C:14]([C:20]([C:19]3[C:18]([Cl:17])=[N:26][CH:25]=[CH:24][CH:23]=3)=[O:21])=[CH:15][CH:16]=2)=[O:11])[CH3:8])[CH:2]=[CH:3][CH:4]=[CH:5][CH:6]=1. Procedure details: To a solution of 1H-pyrrole-2-carboxylic acid ((S)-1-phenyl-ethyl)-amide (800 mg, 3.7 mmol) and 2-chloronicotinoyl chloride (95 mg, 5.4 mmol) in dry benzene (10 mL) at 0° C. was added dropwise a solution of tin (IV) chloride (1.75 g) in benzene (5 mL). The mixture was allowed to warm up slowly to room temperature and stirred for overnight. The reaction was concentrated, diluted with ethyl acetate, washed with water, 1N NaOH, brine, dried and concentrated. The residue was purified on a silica gel... Reactants: [Br-], N#Cc1cc(Br)ccc1O, O=C([O-])[O-], CC(C)CBr, CCCC[N+](CCCC)(CCCC)CCCC, [K+], [K+], CN(C)C=O. Product: CC(C)COc1ccc(Br)cc1C#N. Reaction SMILES: [Br-:27].[Br:1][c:2]1[cH:3][cH:4][c:5]([OH:10])[c:6]([C:7]#[N:8])[cH:9]1.[C:16](=[O:17])([O-:18])[O-:19].[CH2:11]([CH:12]([CH3:13])[CH3:14])[Br:15].[CH2:28]([N+:29]([CH2:30][CH2:31][CH2:32][CH3:33])([CH2:34][CH2:35][CH2:36][CH3:37])[CH2:38][CH2:39][CH2:40][CH3:41])[CH2:42][CH2:43][CH3:44].[K+:20].[K+:21].[O:22]=[CH:23][N:24]([CH3:25])[CH3:26]>>[Br:1][c:2]1[cH:3][cH:4][c:5]([O:10][CH2:11][CH:12]([CH3:13])[CH3:14])[c:6]([C:7]#[N:8])[cH:9]1. Reactants: C(C)(C)(C)OC(N[C@@H]1COCC[C@H]1N)=O (trans-(4-Amino-tetrahydro-pyran-3-yl)-carbamic acid tert-butyl ester), C(C)(C)(C)OC(N[C@@H]1COCC[C@H]1N)=O (trans-(4-Amino-tetrahydro-pyran-3-yl)-carbamic acid tert-butyl ester), C([O-])([O-])=O.[K+].[K+] (Potassium carbonate), BrCCCCBr (1,4-dibromobutane). Solvent: C(C)#N (acetonitrile). Yields the product C(C)(C)(C)OC(N[C@@H]1COCC[C@H]1N1CCCC1)=O (trans-(4-Pyrrolidin-1-yl-tetrahydro-pyran-3-yl)-carbamic acid tert-butyl ester). Isolated yield 83.9%. As a reaction SMILES: [C:1]([O:5][C:6](=[O:15])[NH:7][C@H:8]1[C@H:13]([NH2:14])[CH2:12][CH2:11][O:10][CH2:9]1)([CH3:4])([CH3:3])[CH3:2].C(=O)([O-])[O-].[K+].[K+].Br[CH2:23][CH2:24][CH2:25][CH2:26]Br>C(#N)C>[C:1]([O:5][C:6](=[O:15])[NH:7][C@H:8]1[C@H:13]([N:14]2[CH2:26][CH2:25][CH2:24][CH2:23]2)[CH2:12][CH2:11][O:10][CH2:9]1)([CH3:4])([CH3:2])[CH3:3] |f:1.2.3|. Reported procedure: trans-(4-Amino-tetrahydro-pyran-3-yl)-carbamic acid tert-butyl ester (intermediate G, 330 mg, 1.53 mmol) was dissolved in 8 mL acetonitrile. Potassium carbonate (1.05 g, 7.6 mmol) and 1,4-dibromobutane (672 mg, 3.11 mmol) were added and the reaction mixture was refluxed overnight. The solvent was evaporated off. The residue was taken up in water and extracted three times with diethylether. The combined organic phases were dried on sodium sulfate, filtered and evaporated. Purification of the resi... Reactants: CC(=O)OC(C)(C)C, [Li]CCCC, C1CCOC1, O=C1CC2CCC1c1ccccc12, Cc1ccccc1. Product: CC(C)(C)OC(=O)CC1(O)CC2CCC1c1ccccc12. Reaction SMILES: [C:6]([CH3:7])(=[O:8])[O:9][C:10]([CH3:11])([CH3:12])[CH3:13].[CH2:1]([Li:2])[CH2:3][CH2:4][CH3:5].[CH2:27]1[O:28][CH2:29][CH2:30][CH2:31]1.[CH:14]12[c:15]3[cH:16][cH:17][cH:18][cH:19][c:20]3[CH:21]([C:22](=[O:24])[CH2:23]1)[CH2:25][CH2:26]2.[c:32]1([CH3:33])[cH:34][cH:35][cH:36][cH:37][cH:38]1>>[C:6]([CH2:7][C:22]1([OH:24])[CH:21]2[c:20]3[c:15]([cH:16][cH:17][cH:18][cH:19]3)[CH:14]([CH2:23]1)[CH2:26][CH2:25]2)(=[O:8])[O:9][C:10]([CH3:11])([CH3:12])[CH3:13]. Starting materials: C1(CCCC1)N(C(C1=CC=C(C=C1)C(O)C1=CC(=C(C=C1)OC)OC)=O)C1CCCC1 (N,N-dicyclopentyl-4-[(3,4-dimethoxyphenyl) hydroxymethyl]benzamide). The reagents and catalysts are S(O)(O)(=O)=O (sulfuric acid), [Pd] (Pd/C). The solvent is C(C)O (ethyl alcohol), C(C)(=O)OCC (ethyl acetate), CCCCCC (hexane). The product is crude product, C1(CCCC1)N(C(C1=CC=C(C=C1)CC1=CC(=C(C=C1)OC)OC)=O)C1CCCC1 (N,N-dicyclopentyl-4-[(3,4-dimethoxyphenyl) methyl]benzamide). As a reaction SMILES: [CH:1]1([N:6]([CH:27]2[CH2:31][CH2:30][CH2:29][CH2:28]2)[C:7](=[O:26])[C:8]2[CH:13]=[CH:12][C:11]([CH:14]([C:16]3[CH:21]=[CH:20][C:19]([O:22][CH3:23])=[C:18]([O:24][CH3:25])[CH:17]=3)O)=[CH:10][CH:9]=2)[CH2:5][CH2:4][CH2:3][CH2:2]1>C(O)C.S(=O)(=O)(O)O.[Pd].C(OCC)(=O)C.CCCCCC>[CH:27]1([N:6]([CH:1]2[CH2:2][CH2:3][CH2:4][CH2:5]2)[C:7](=[O:26])[C:8]2[CH:9]=[CH:10][C:11]([CH2:14][C:16]3[CH:21]=[CH:20][C:19]([O:22][CH3:23])=[C:18]([O:24][CH3:25])[CH:17]=3)=[CH:12][CH:13]=2)[CH2:28][CH2:29][CH2:30][CH2:31]1. Reported procedure: The compound prepared in Example 10 (0.40 g, 0.84 mmol) in ethyl alcohol (20 mL) containing concentrated sulfuric acid (2 drops) was hydrogenated at 60 psi and room temperature using 5% Pd/C as catalyst. The catalyst was filtered and the filtrate concentrated in vacuo to give the crude product as an oil. Chromatography of the crude product on silica gel using mixtures of ethyl acetate and hexane as eluents gave the title compound as a crystalline solid, m. pt. 138-142° C. Reactants: C=CCOC(=O)N1C(C=O)CC(C(C)(C)C)C1O[SiH](C)C, CSc1ncc2sccn12. Product: C=CCOC(=O)N1C(C(O)c2cn3c(SC)ncc3s2)CC(C(C)(C)C)C1O[SiH](C)C. Reaction SMILES: [CH2:11]([CH:12]=[CH2:13])[O:14][C:15](=[O:16])[N:17]1[CH:18]([O:28][SiH:29]([CH3:30])[CH3:31])[CH:19]([C:24]([CH3:25])([CH3:26])[CH3:27])[CH2:20][CH:21]1[CH:22]=[O:23].[CH3:1][S:2][c:3]1[n:4][cH:5][c:6]2[s:7][cH:8][cH:9][n:10]12>>[CH3:1][S:2][c:3]1[n:4][cH:5][c:6]2[s:7][c:8]([CH:22]([CH:21]3[N:17]([C:15]([O:14][CH2:11][CH:12]=[CH2:13])=[O:16])[CH:18]([O:28][SiH:29]([CH3:30])[CH3:31])[CH:19]([C:24]([CH3:25])([CH3:26])[CH3:27])[CH2:20]3)[OH:23])[cH:9][n:10]12.